From a dataset of the Open Reaction Database (ORD), a public repository of structured organic reaction records. describe an organic reaction: reactants, conditions, products, and yield Reactants: CCN(C(C)C)C(C)C, N#Cc1c(Cl)nc(NCc2cccnc2)nc1NCCO, Fc1ccc(N2CCNCC2)cc1, C1COCCO1. Yields the product N#Cc1c(NCCO)nc(NCc2cccnc2)nc1N1CCN(c2ccc(F)cc2)CC1. RXN SMILES: [CH2:35]([N:36]([CH:37]([CH3:38])[CH3:39])[CH:40]([CH3:41])[CH3:42])[CH3:43].[Cl:1][c:2]1[n:3][c:4]([NH:14][CH2:15][c:16]2[cH:17][n:18][cH:19][cH:20][cH:21]2)[n:5][c:6]([NH:10][CH2:11][CH2:12][OH:13])[c:7]1[C:8]#[N:9].[F:22][c:23]1[cH:24][cH:25][c:26]([N:29]2[CH2:30][CH2:31][NH:32][CH2:33][CH2:34]2)[cH:27][cH:28]1.[O:44]1[CH2:45][CH2:46][O:47][CH2:48][CH2:49]1>>[c:2]1([N:32]2[CH2:31][CH2:30][N:29]([c:26]3[cH:25][cH:24][c:23]([F:22])[cH:28][cH:27]3)[CH2:34][CH2:33]2)[n:3][c:4]([NH:14][CH2:15][c:16]2[cH:17][n:18][cH:19][cH:20][cH:21]2)[n:5][c:6]([NH:10][CH2:11][CH2:12][OH:13])[c:7]1[C:8]#[N:9]. Starting materials: CC(=O)[O-], CO, Cn1ccc2c1C(=O)CN(CCCCl)S2(=O)=O, Cl, [K+], NO. Product: Cn1ccc2c1C(=NO)CN(CCCCl)S2(=O)=O. As a reaction SMILES: [CH3:22][C:23](=[O:24])[O-:25].[CH3:26][OH:27].[Cl:1][CH2:2][CH2:3][CH2:4][N:5]1[S:6](=[O:16])(=[O:17])[c:7]2[c:8]([n:12]([CH3:15])[cH:13][cH:14]2)[C:9](=[O:11])[CH2:10]1.[ClH:18].[K+:21].[NH2:19][OH:20]>>[Cl:1][CH2:2][CH2:3][CH2:4][N:5]1[S:6](=[O:16])(=[O:17])[c:7]2[c:8]([n:12]([CH3:15])[cH:13][cH:14]2)[C:9](=[N:19][OH:20])[CH2:10]1. Starting materials: O=C([O-])[O-], CCC(C)=O, FC(F)(F)Sc1ccc(C=Cc2nc(CCl)co2)cc1, [Cs+], [Cs+], [I-], [K+], Oc1ccc(-c2nc(Cn3ccnc3)co2)cc1. The product is FC(F)(F)Sc1ccc(C=Cc2nc(COc3ccc(-c4nc(Cn5ccnc5)co4)cc3)co2)cc1. As a reaction SMILES: [C:19](=[O:20])([O-:21])[O-:22].[CH3:47][C:48](=[O:49])[CH2:50][CH3:51].[Cl:25][CH2:26][c:27]1[n:28][c:29]([CH:32]=[CH:33][c:34]2[cH:35][cH:36][c:37]([S:40][C:41]([F:42])([F:43])[F:44])[cH:38][cH:39]2)[o:30][cH:31]1.[Cs+:23].[Cs+:24].[I-:46].[K+:45].[n:1]1([CH2:6][c:7]2[n:8][c:9](-[c:12]3[cH:13][cH:14][c:15]([OH:18])[cH:16][cH:17]3)[o:10][cH:11]2)[cH:2][n:3][cH:4][cH:5]1>>[n:1]1([CH2:6][c:7]2[n:8][c:9](-[c:12]3[cH:13][cH:14][c:15]([O:18][CH2:26][c:27]4[n:28][c:29]([CH:32]=[CH:33][c:34]5[cH:35][cH:36][c:37]([S:40][C:41]([F:42])([F:43])[F:44])[cH:38][cH:39]5)[o:30][cH:31]4)[cH:16][cH:17]3)[o:10][cH:11]2)[cH:2][n:3][cH:4][cH:5]1.